This data is from the Open Reaction Database (ORD), a public repository of structured organic reaction records. The task is: describe an organic reaction: reactants, conditions, products, and yield Reactants: product, N1CCNCC1 (piperazine), ClC1=CC=NC=N1 (6-chloropyrimidine), N1CCCC1 (pyrrolidine), ice, ClC1=NC(=CC(=N1)Cl)Cl (2,4,6-trichloropyrimidine). The solvent is N1=CC=CC=C1 (Pyridine), N1=CC=CC=C1 (pyridine), C(C)(=O)OCC (ethyl acetate), C1CCOC1 (THF). Product: N1(CCCC1)C1=NC(=CC(=N1)N1CCNCC1)N1CCCC1 (4-[2,6-Bis(1-pyrrolidinyl)-4-pyrimidinyl]piperazine). As a reaction SMILES: [NH:1]1[CH2:5][CH2:4][CH2:3][CH2:2]1.Cl[C:7]1[N:12]=[C:11](Cl)[CH:10]=[C:9](Cl)[N:8]=1.Cl[C:16]1[N:21]=[CH:20]N=[CH:18][CH:17]=1.[NH:22]1[CH2:27][CH2:26][NH:25][CH2:24][CH2:23]1>C1COCC1.N1C=CC=CC=1.C(OCC)(=O)C>[N:1]1([C:7]2[N:12]=[C:11]([N:22]3[CH2:27][CH2:26][NH:25][CH2:24][CH2:23]3)[CH:10]=[C:9]([N:21]3[CH2:16][CH2:17][CH2:18][CH2:20]3)[N:8]=2)[CH2:5][CH2:4][CH2:3][CH2:2]1. Procedure: A solution of pyrrolidine (80 g) in THF (500 ml) is chilled in an ice water bath and stirred mechanically under nitrogen. With a syringe pump of 2,4,6-trichloropyrimidine (50 g) is added over 35 minutes. The reaction is stirred in the ice bath for 1 hour and is then warmed to 20°-25° over 4 h. Pyridine (100 ml) is added to the reaction and the mixture stirred at 20°-25° overnight. The reaction is concentrated. The residue is partitioned between methylene chloride and aqueous sodium bicarbonate. ... Starting materials: C(C)OC=1C(=NC=C(C1)B1OC(C(O1)(C)C)(C)C)OCC1=CC=C(C=C1)OC (3-ethoxy-2-((4-methoxybenzyl)oxy)-5-(4,4,5,5-tetramethyl-1,3,2-dioxaborolan-2-yl)pyridine), BrC1=CC(=C(C=C1)CC(=O)NC1=CC(=NO1)C(C(F)(F)F)(C)C)F (2-(4-bromo-2-fluorophenyl)-N-(3-(1,1,1-trifluoro-2-methylpropan-2-yl)isoxazol-5-yl)acetamide), C(=O)([O-])[O-].[Cs+].[Cs+] (Cs2CO3). The reagents and catalysts are C1=CC=C(C=C1)P([C-]2C=CC=C2)C3=CC=CC=C3.C1=CC=C(C=C1)P([C-]2C=CC=C2)C3=CC=CC=C3.Cl[Pd]Cl.[Fe+2] (PdCl2(dppf)). Solvent: O (water), O1CCOCC1 (1,4-dioxane). The product is C(C)OC=1C=C(C=NC1OCC1=CC=C(C=C1)OC)C1=CC(=C(C=C1)CC(=O)NC1=CC(=NO1)C(C(F)(F)F)(C)C)F (2-(4-(5-ethoxy-6-((4-methoxybenzyl)oxy)pyridin-3-yl)-2-fluorophenyl)-N-(3-(1,1,1-trifluoro-2-methylpropan-2-yl)isoxazol-5-yl)acetamide). Yield: 23.3%. As a reaction SMILES: [CH2:1]([O:3][C:4]1[C:5]([O:19][CH2:20][C:21]2[CH:26]=[CH:25][C:24]([O:27][CH3:28])=[CH:23][CH:22]=2)=[N:6][CH:7]=[C:8](B2OC(C)(C)C(C)(C)O2)[CH:9]=1)[CH3:2].Br[C:30]1[CH:35]=[CH:34][C:33]([CH2:36][C:37]([NH:39][C:40]2[O:44][N:43]=[C:42]([C:45]([CH3:51])([CH3:50])[C:46]([F:49])([F:48])[F:47])[CH:41]=2)=[O:38])=[C:32]([F:52])[CH:31]=1.C([O-])([O-])=O.[Cs+].[Cs+]>O.O1CCOCC1.C1C=CC(P(C2C=CC=CC=2)[C-]2C=CC=C2)=CC=1.C1C=CC(P(C2C=CC=CC=2)[C-]2C=CC=C2)=CC=1.Cl[Pd]Cl.[Fe+2]>[CH2:1]([O:3][C:4]1[CH:9]=[C:8]([C:30]2[CH:35]=[CH:34][C:33]([CH2:36][C:37]([NH:39][C:40]3[O:44][N:43]=[C:42]([C:45]([CH3:50])([CH3:51])[C:46]([F:49])([F:48])[F:47])[CH:41]=3)=[O:38])=[C:32]([F:52])[CH:31]=2)[CH:7]=[N:6][C:5]=1[O:19][CH2:20][C:21]1[CH:22]=[CH:23][C:24]([O:27][CH3:28])=[CH:25][CH:26]=1)[CH3:2] |f:2.3.4,7.8.9.10|. Reported procedure: To a mixture of 3-ethoxy-2-((4-methoxybenzyl)oxy)-5-(4,4,5,5-tetramethyl-1,3,2-dioxaborolan-2-yl)pyridine (200 mg, 0.519 mmol) and 2-(4-bromo-2-fluorophenyl)-N-(3-(1,1,1-trifluoro-2-methylpropan-2-yl)isoxazol-5-yl)acetamide (212 mg, 0.519 mmol) in water (1 mL) and 1,4-dioxane (3 mL) was added Cs2CO3 (338 mg, 1.038 mmol) and PdCl2(dppf) (38.0 mg, 0.052 mmol) under N2. Then the mixture was stirred and irradiated in a microwave oven at 120° C. for 20 min. The mixture was then concentrated. The crud... Starting materials: CCNCC, CCN(CC)C(=O)CN(C)S(=O)(=O)c1cnc(NC(=O)N(C2CCCCC2)C2CCC(C)CC2)s1, CC1CCC(N(C(=O)Nc2ncc(S(=O)(=O)NCC(=O)O)s2)C2CCCCC2)CC1. Yields the product CCN(CC)C(=O)CNS(=O)(=O)c1cnc(NC(=O)N(C2CCCCC2)C2CCC(C)CC2)s1. Reaction SMILES: [CH2:66]([NH:67][CH2:68][CH3:69])[CH3:70].[CH:1]1([N:7]([C:8]([NH:9][c:10]2[s:11][c:12]([S:15](=[O:16])(=[O:17])[N:18]([CH2:19][C:20](=[O:21])[N:22]([CH2:23][CH3:24])[CH2:25][CH3:26])[CH3:27])[cH:13][n:14]2)=[O:28])[CH:29]2[CH2:30][CH2:31][CH:32]([CH3:35])[CH2:33][CH2:34]2)[CH2:2][CH2:3][CH2:4][CH2:5][CH2:6]1.[CH:36]1([N:37]([CH:38]2[CH2:39][CH2:40][CH:41]([CH3:42])[CH2:43][CH2:44]2)[C:45](=[O:46])[NH:47][c:48]2[s:49][c:50]([S:51]([NH:52][CH2:53][C:54]([OH:55])=[O:56])(=[O:57])=[O:58])[cH:59][n:60]2)[CH2:61][CH2:62][CH2:63][CH2:64][CH2:65]1>>[CH:1]1([N:7]([C:8]([NH:9][c:10]2[s:11][c:12]([S:15](=[O:16])(=[O:17])[NH:18][CH2:19][C:20](=[O:21])[N:22]([CH2:23][CH3:24])[CH2:25][CH3:26])[cH:13][n:14]2)=[O:28])[CH:29]2[CH2:30][CH2:31][CH:32]([CH3:35])[CH2:33][CH2:34]2)[CH2:2][CH2:3][CH2:4][CH2:5][CH2:6]1. The reactants are C(=O)(N1C=NC=C1)N1C=NC=C1 (carbonyldiimidazole), CC1=C(C=C(S1)C(=O)O)NC(CC1=CC=CC=C1)=O (5-methyl-4-phenylacetylamino-thiophene-2-carboxylic acid), C(C1=CC=2OCOC2C=C1)O (piperonyl alcohol). Yields the product O1COC2=C1C=CC(=C2)COC(=O)C=2SC(=C(C2)NC(CC2=CC=CC=C2)=O)C (5-methyl-4-phenylacetylamino-thiophene-2-carboxylic acid 1,3-benzodioxol-5-ylmethyl ester). Yield: 73.3%. As a reaction SMILES: C(N1C=CN=C1)(N1C=CN=C1)=O.[CH3:13][C:14]1[S:18][C:17]([C:19]([OH:21])=[O:20])=[CH:16][C:15]=1[NH:22][C:23](=[O:31])[CH2:24][C:25]1[CH:30]=[CH:29][CH:28]=[CH:27][CH:26]=1.[CH2:32](O)[C:33]1[CH:41]=[CH:40][C:39]2[O:38][CH2:37][O:36][C:35]=2[CH:34]=1>>[O:38]1[C:39]2[CH:40]=[CH:41][C:33]([CH2:32][O:20][C:19]([C:17]3[S:18][C:14]([CH3:13])=[C:15]([NH:22][C:23](=[O:31])[CH2:24][C:25]4[CH:30]=[CH:29][CH:28]=[CH:27][CH:26]=4)[CH:16]=3)=[O:21])=[CH:34][C:35]=2[O:36][CH2:37]1. Reported procedure: The title compound was prepared according to the procedure described for Example 2 using carbonyldiimidazole (0.26 g, 1.7 mmol), 5-methyl-4-phenylacetylamino-thiophene-2-carboxylic acid from Example 10, Step 1 (0.3 g, 1.1 mmol), and piperonyl alcohol (0.17 g, 1.1 mmol). Acidification of the aqueous workup mixture with dilute hydrochloric acid prior to filtration afforded 0.33 g of 5-methyl-4-phenylacetylamino-thiophene-2-carboxylic acid 1,3-benzodioxol-5-ylmethyl ester. A sample of the product w... Starting materials: C([O-])(O)=O.[Na+] (sodium bicarbonate), ClC1=C(C=CC(=C1)Cl)C(C(CO)(O)C=1C=NC=CC1)C (3-(2,4-dichlorophenyl)-2-(3-pyridyl)-1,2-butanediol), C(C)I (ethyl iodide), [H-].[Na+] (sodium hydride). Solvent: CN(C=O)C (N,N-dimethylformamide). Reaction conditions: time 6 hour. Yields the product C(C)OCC(O)(C=1C=NC=CC1)C(C1=C(C=C(C=C1)Cl)Cl)C (α-ethoxymethyl-α-(2,4-dichloro-α-methylbenzyl)-3-pyridinemethanol). RXN SMILES: [Cl:1][C:2]1[CH:7]=[C:6]([Cl:8])[CH:5]=[CH:4][C:3]=1[CH:9]([CH3:20])[C:10]([C:14]1[CH:15]=[N:16][CH:17]=[CH:18][CH:19]=1)([OH:13])[CH2:11][OH:12].[H-].[Na+].[CH2:23](I)[CH3:24].C(=O)(O)[O-].[Na+]>CN(C)C=O>[CH2:23]([O:12][CH2:11][C:10]([CH:9]([CH3:20])[C:3]1[CH:4]=[CH:5][C:6]([Cl:8])=[CH:7][C:2]=1[Cl:1])([C:14]1[CH:15]=[N:16][CH:17]=[CH:18][CH:19]=1)[OH:13])[CH3:24] |f:1.2,4.5|. Reported procedure: 1.2 g of 3-(2,4-dichlorophenyl)-2-(3-pyridyl)-1,2-butanediol are dissolved under argon in 19 ml of N,N-dimethylformamide and treated at -15° C. with 0.12 g of sodium hydride (99%). The mixture is left to come to 0° C. and stirred at this temperature for 6 hours and 0.4 ml of ethyl iodide is added thereto. There thereby results a red-orange colored suspension which, after stirring at 0° C. for 1 hour, is treated with 20 ml of saturated aqueous sodium bicarbonate solution and subsequently evaporat...